From a dataset of the Open Reaction Database (ORD), a public repository of structured organic reaction records. describe an organic reaction: reactants, conditions, products, and yield The reactants are CCO, CCOC(=O)c1cn(C2CC2)c2c(F)c(N3CC(O)C3)c(F)cc2c1=O, [Na+], [OH-], O. Product: O=C(O)c1cn(C2CC2)c2c(F)c(N3CC(O)C3)c(F)cc2c1=O. Reaction SMILES: [CH3:27][CH2:28][OH:29].[CH:1]1([n:4]2[cH:5][c:6]([C:22](=[O:23])[O:24][CH2:25][CH3:26])[c:7](=[O:21])[c:8]3[cH:9][c:10]([F:20])[c:11]([N:15]4[CH2:16][CH:17]([OH:19])[CH2:18]4)[c:12]([F:14])[c:13]23)[CH2:2][CH2:3]1.[Na+:31].[OH-:30].[OH2:32]>>[CH:1]1([n:4]2[cH:5][c:6]([C:22](=[O:23])[OH:24])[c:7](=[O:21])[c:8]3[cH:9][c:10]([F:20])[c:11]([N:15]4[CH2:16][CH:17]([OH:19])[CH2:18]4)[c:12]([F:14])[c:13]23)[CH2:2][CH2:3]1.